This data is from the Open Reaction Database (ORD), a public repository of structured organic reaction records. The task is: describe an organic reaction: reactants, conditions, products, and yield RXN SMILES: [NH2:1][C:2]1[S:6][N:5]=[C:4]([C:7](=[N:40][O:41][CH3:42])[C:8]([NH:10][CH:11]2[C:38](=[O:39])[N:13]3[C:14]([C:22]([O:24]C(C4C=CC=CC=4)C4C=CC=CC=4)=[O:23])=[C:15]([CH:18]=[CH:19][CH2:20]I)[CH2:16][S:17][C@H:12]23)=[O:9])[N:3]=1.[C:43]([NH2:51])(=[O:50])[C:44]1[CH:49]=[CH:48][N:47]=[CH:46][CH:45]=1.C(Cl)(Cl)Cl.CO>CS(C)=O.C(OCC)(=O)C>[NH2:1][C:2]1[S:6][N:5]=[C:4]([C:7](=[N:40][O:41][CH3:42])[C:8]([NH:10][CH:11]2[C:38](=[O:39])[N:13]3[C:14]([C:22]([O-:24])=[O:23])=[C:15]([CH:18]=[CH:19][CH2:20][N+:47]4[CH:48]=[CH:49][C:44]([C:43](=[O:50])[NH2:51])=[CH:45][CH:46]=4)[CH2:16][S:17][C@H:12]23)=[O:9])[N:3]=1. Isolated yield 8.1%. The reactants are C(Cl)(Cl)Cl (CHCl3), CO (CH3OH), NC1=NC(=NS1)C(C(=O)NC1[C@@H]2N(C(=C(CS2)C=CCI)C(=O)OC(C2=CC=CC=C2)C2=CC=CC=C2)C1=O)=NOC (diphenylmethyl 7-[2-(5-amino-1,2,4-thiadiazol-3-yl)-2-methoxyiminoacetamido]-3-(3-iodo-1-propen-1-yl)-3-cephem-4-carboxylate), C(C1=CC=NC=C1)(=O)N (isonicotinamide). Yields the product NC1=NC(=NS1)C(C(=O)NC1[C@@H]2N(C(=C(CS2)C=CC[N+]2=CC=C(C=C2)C(N)=O)C(=O)[O-])C1=O)=NOC (7-[2-(5-Amino-1,2,4-thiadiazol-3-yl)-2-methoxyiminoacetamido]-3-[3-(4-carbamoylpyridinio)-1-propen-1-yl]-3-cephem-4-carboxylate). Procedure details: A mixture of diphenylmethyl 7-[2-(5-amino-1,2,4-thiadiazol-3-yl)-2-methoxyiminoacetamido]-3-(3-iodo-1-propen-1-yl)-3-cephem-4-carboxylate (IX-1) (E isomer, 4.1 g, 5.7 mmoles) and isonicotinamide (1.4 g, 11 mmoles) in dry DMSO (6 ml) was stirred for 2 hours at room temperature while monitoring by TLC (silica gel plate, CHCl3 :CH3OH=3:1). The reaction mixture was diluted with ethyl acetate (100 ml) to separate a yellow gum, which was treated with formic acid (40 ml) and sodium bisulfite (390 mg) a... Solvent: CS(=O)C (DMSO), C(C)(=O)OCC (ethyl acetate).